This data is from the Open Reaction Database (ORD), a public repository of structured organic reaction records. The task is: describe an organic reaction: reactants, conditions, products, and yield Starting materials: FC(C(=O)NCC1(COC(OC1)C1=C(C=NN1C)[N+](=O)[O-])C)(F)F (2,2,2-trifluoro-N-((5-methyl-2-(1-methyl-4-nitro-1H-pyrazol-5-yl)-1,3-dioxan-5-yl)methyl)acetamide), FC(C(=O)NCC1(COC(OC1)C1=C(C=NN1C)[N+](=O)[O-])C)(F)F (2,2,2-trifluoro-N-((5-methyl-2-(1-methyl-4-nitro-1H-pyrazol-5-yl)-1,3-dioxan-5-yl)methyl)acetamide), NC1=C(N=C(S1)C1=C(C=CC=C1F)F)C(=O)O (5-amino-2-(2,6-difluorophenyl)thiazole-4-carboxylic acid), C(=O)[O-].[NH4+] (ammonium formate), CN1CCOCC1 (N-methylmorpholine), CCCP(=O)=O (Propylphosphonic anhydride). The reagents and catalysts are [Pd] (Pd/C). The solvent is CO (MeOH). Reaction conditions: time 16 hour. Product: NC1=C(N=C(S1)C1=C(C=CC=C1F)F)C(=O)NC=1C=NN(C1C1OCC(CO1)(CNC(C(F)(F)F)=O)C)C (5-amino-2-(2,6-difluorophenyl)-N-(1-methyl-5-(5-methyl-5-((2,2,2-trifluoroacetamido)methyl)-1,3-dioxan-2-yl)-1H-pyrazol-4-yl)thiazole-4-carboxamide). Reaction SMILES: [F:1][C:2]([F:24])([F:23])[C:3]([NH:5][CH2:6][C:7]1([CH3:22])[CH2:12][O:11][CH:10]([C:13]2[N:17]([CH3:18])[N:16]=[CH:15][C:14]=2[N+:19]([O-])=O)[O:9][CH2:8]1)=[O:4].C([O-])=O.[NH4+].[NH2:29][C:30]1[S:34][C:33]([C:35]2[C:40]([F:41])=[CH:39][CH:38]=[CH:37][C:36]=2[F:42])=[N:32][C:31]=1[C:43](O)=[O:44].CN1CCOCC1.CCCP(=O)=O>CO.[Pd]>[NH2:29][C:30]1[S:34][C:33]([C:35]2[C:40]([F:41])=[CH:39][CH:38]=[CH:37][C:36]=2[F:42])=[N:32][C:31]=1[C:43]([NH:19][C:14]1[CH:15]=[N:16][N:17]([CH3:18])[C:13]=1[CH:10]1[O:11][CH2:12][C:7]([CH3:22])([CH2:6][NH:5][C:3](=[O:4])[C:2]([F:24])([F:23])[F:1])[CH2:8][O:9]1)=[O:44] |f:1.2|. Procedure: 2,2,2-trifluoro-N-((5-methyl-2-(1-methyl-4-nitro-1H-pyrazol-5-yl)-1,3-dioxan-5-yl)methyl)acetamide (171 mg, 0.49 mmol, intermediate 84) was dissolved in MeOH (30 mL) and ammonium formate (170 mg, 2.69 mmol) and 10% Pd/C (140 mg, 0.13 mmol) were added. The mixture was heated at reflux for 18 hr before being cooled to room temperature. The suspension was filtered, the cake washed with EtOAc (100 mL) and the filtrate concentrated under reduced pressure. The crude residue was dissolved in EtOAc (10 ... Reactants: C(C)(C)(C)OC(=O)N1CCN(CC1)C(OCC1=CC=C(C=C1)OS(=O)(=O)C1=CC=CC=C1)=S (4-benzenesulfonyloxybenzyl 4-tert-butoxycarbonylpiperazine-1-thiocarboxylate), Cl (hydrogen chloride). The solvent is C(C)(=O)OCC (ethyl acetate). Run at time 18 hour. Product: Cl.N1(CCNCC1)C(OCC1=CC=C(C=C1)OS(=O)(=O)C1=CC=CC=C1)=S (4-Benzenesulfonyloxybenzyl piperazine-1-thiocarboxylate hydrochloride). The yield is 78.0%. As a reaction SMILES: C(OC([N:8]1[CH2:13][CH2:12][N:11]([C:14](=[S:33])[O:15][CH2:16][C:17]2[CH:22]=[CH:21][C:20]([O:23][S:24]([C:27]3[CH:32]=[CH:31][CH:30]=[CH:29][CH:28]=3)(=[O:26])=[O:25])=[CH:19][CH:18]=2)[CH2:10][CH2:9]1)=O)(C)(C)C.[ClH:34]>C(OCC)(=O)C>[ClH:34].[N:11]1([C:14](=[S:33])[O:15][CH2:16][C:17]2[CH:22]=[CH:21][C:20]([O:23][S:24]([C:27]3[CH:28]=[CH:29][CH:30]=[CH:31][CH:32]=3)(=[O:26])=[O:25])=[CH:19][CH:18]=2)[CH2:12][CH2:13][NH:8][CH2:9][CH2:10]1 |f:3.4|. Procedure details: to a stirred solution of 4-benzenesulfonyloxybenzyl 4-tert-butoxycarbonylpiperazine-1-thiocarboxylate (44 mg) in ethyl acetate (2 mL) was added hydrogen chloride solution (4M, dioxane, 0.23 mL). The mixture was stirred for 18 h then concentrated under vacuum to give the product as a white crystalline solid (31 mg, 78%): HPLC (XTERRA, 50/80, 220 nm) 98.4% (2.54 min); NMR δH (400 MHz, DMSO-d6) 3.100(4H, bt), 3.672(4H, bt), 4.123(2H, s), 6.976(2H, d, J 8.5 Hz), 7.341(2H, d, J 9.0 Hz), 7.680(2H, t, ... Reactants: C=CCN(CC(=O)OC(C)(C)C)C(=O)N(CC=C)CC1CC1, Cl[Ru](Cl)=Cc1ccccc1, C1CCC(P(C2CCCCC2)C2CCCCC2)CC1, C1CCC(P(C2CCCCC2)C2CCCCC2)CC1, ClCCl. Product: CC(C)(C)OC(=O)CN1CC=CCN(CC2CC2)C1=O. RXN SMILES: [CH2:1]([CH:2]=[CH2:3])[N:4]([CH2:5][C:6](=[O:7])[O:8][C:9]([CH3:10])([CH3:11])[CH3:12])[C:13](=[O:14])[N:15]([CH2:16][CH:17]1[CH2:18][CH2:19]1)[CH2:20][CH:21]=[CH2:22].[CH:26](=[Ru:27]([Cl:28])[Cl:29])[c:30]1[cH:31][cH:32][cH:33][cH:34][cH:35]1.[CH:36]1([P:37]([CH:38]2[CH2:39][CH2:40][CH2:41][CH2:42][CH2:43]2)[CH:44]2[CH2:45][CH2:46][CH2:47][CH2:48][CH2:49]2)[CH2:50][CH2:51][CH2:52][CH2:53][CH2:54]1.[CH:55]1([P:56]([CH:57]2[CH2:58][CH2:59][CH2:60][CH2:61][CH2:62]2)[CH:63]2[CH2:64][CH2:65][CH2:66][CH2:67][CH2:68]2)[CH2:69][CH2:70][CH2:71][CH2:72][CH2:73]1.[Cl:23][CH2:24][Cl:25]>>[CH2:1]1[N:4]([CH2:5][C:6](=[O:7])[O:8][C:9]([CH3:10])([CH3:11])[CH3:12])[C:13](=[O:14])[N:15]([CH2:16][CH:17]2[CH2:18][CH2:19]2)[CH2:20][CH:21]=[CH:22]1. Reactants: BrC1=CC=C(O1)C(=O)O (5-bromo-2-furancarboxylic acid), S(=O)(Cl)Cl (thionyl chloride). The solvent is C1(=CC=CC=C1)C (toluene). The product is BrC1=CC=C(O1)C(=O)Cl (5-bromo-2-furancarboxylic acid chloride). Reaction SMILES: [Br:1][C:2]1[O:6][C:5]([C:7]([OH:9])=O)=[CH:4][CH:3]=1.S(Cl)([Cl:12])=O>C1(C)C=CC=CC=1>[Br:1][C:2]1[O:6][C:5]([C:7]([Cl:12])=[O:9])=[CH:4][CH:3]=1. Reported procedure: 21.0 g of 5-bromo-2-furancarboxylic acid were suspended in 650 ml of toluene and 40 ml of thionyl chloride and the suspension was heated to reflux for 2 hours. The reaction solution was thereafter concentrated, whereby 5-bromo-2-furancarboxylic acid chloride was obtained as the residue. Starting materials: 38.1, O=C1C=C(OC2=C1C=CC(=C2)OCCCOC2=C(C=CC=C2)CCC)C#N (4-oxo-7-(3-[2-propylphenoxy]-propoxy)-4H-1-benzopyran-2-carbonitrile), [N-]=[N+]=[N-].[Na+] (sodium azide), [Cl-].[NH4+] (ammonium chloride), Cl (hydrochloric acid). The solvent is CN(C=O)C (dimethylformamide). Reaction conditions: temperature 80 celsius, time 15 hour. The product is 18.4, O=C1C=C(OC2=C1C=CC(=C2)OCCCOC2=C(C=CC=C2)CCC)C2=NN=NN2 (5-(4-oxo-7-[3-{2-propylphenoxy}-propoxy]-4H-1-benzopyran-2-yl)-tetrazole). Reaction SMILES: [O:1]=[C:2]1[C:7]2[CH:8]=[CH:9][C:10]([O:12][CH2:13][CH2:14][CH2:15][O:16][C:17]3[CH:22]=[CH:21][CH:20]=[CH:19][C:18]=3[CH2:23][CH2:24][CH3:25])=[CH:11][C:6]=2[O:5][C:4]([C:26]#[N:27])=[CH:3]1.[N-:28]=[N+:29]=[N-:30].[Na+].[Cl-].[NH4+].Cl>CN(C)C=O>[O:1]=[C:2]1[C:7]2[CH:8]=[CH:9][C:10]([O:12][CH2:13][CH2:14][CH2:15][O:16][C:17]3[CH:22]=[CH:21][CH:20]=[CH:19][C:18]=3[CH2:23][CH2:24][CH3:25])=[CH:11][C:6]=2[O:5][C:4]([C:26]2[NH:30][N:29]=[N:28][N:27]=2)=[CH:3]1 |f:1.2,3.4|. Procedure: A mixture of 38.1 parts of 4-oxo-7-(3-[2-propylphenoxy]-propoxy)-4H-1-benzopyran-2-carbonitrile, 7.52 parts of sodium azide, 6.16 parts of ammonium chloride and 5,000 parts of dimethylformamide was stirred at 80° C for 15 hours. The reaction mixture was cooled and 2,000 parts of 2N hydrochloric acid were added to give a yellow solid which was collected. This product was dissolved in hot 3% sodium bicarbonate solution and the hot solution filtered and then cooled. The solid obtained was collected...